This data is from the Open Reaction Database (ORD), a public repository of structured organic reaction records. The task is: describe an organic reaction: reactants, conditions, products, and yield Starting materials: C1=CC=CC=C1 (benzene), CC(C)(C#C)O (2-methyl-3-butyn-2-ol), CC(=C)C(=O)Cl (methacryl chloride). Run in N1=CC=CC=C1 (pyridine). Run at time 6 hour. Yields the product C(C(=C)C)(=O)OC(C)(C#C)C (2-Methyl-3-butyn-2-yl methacrylate). Isolated yield 62.0%. Reaction SMILES: C1C=CC=CC=1.[CH3:7][C:8]([OH:12])([C:10]#[CH:11])[CH3:9].[CH3:13][C:14]([C:16](Cl)=[O:17])=[CH2:15]>N1C=CC=CC=1>[C:16]([O:12][C:8]([CH3:9])([C:10]#[CH:11])[CH3:7])(=[O:17])[C:14]([CH3:15])=[CH2:13]. Procedure details: A reactor was charged with 550 parts of benzene, 74 parts of pyridine and 65.5 parts of 2-methyl-3-butyn-2-ol. To this were added 90 parts of methacryl chloride dropwise over one hour while keeping the inner temperature at 20° C. Then the reaction mixture was kept at 50° C. for 6 hours, suction filtered, evaporated and distilled in vacuo. 2-Methyl-3-butyn-2-yl methacrylate boiling at 56°-58° C./12 mmHg was obtained in a yield of 62% of theory. The product was identified by the IR spectrum thereo...